describe an organic reaction: reactants, conditions, products, and yield From a dataset of the Open Reaction Database (ORD), a public repository of structured organic reaction records. Reactants: [Br-], [C-]#N, CCCC[N+](CCCC)(CCCC)CCCC, COc1ccc2c(c1)CCCC2=O, FB(F)F, [Na+], O=[N+]([O-])c1ccccc1. Product: COc1ccc2c(c1)CCC=C2C#N. Reaction SMILES: [Br-:21].[C-:1]#[N:2].[CH2:22]([N+:23]([CH2:24][CH2:25][CH2:26][CH3:27])([CH2:28][CH2:29][CH2:30][CH3:31])[CH2:32][CH2:33][CH2:34][CH3:35])[CH2:36][CH2:37][CH3:38].[CH3:4][O:5][c:6]1[cH:7][c:8]2[c:13]([cH:14][cH:15]1)[C:12](=[O:16])[CH2:11][CH2:10][CH2:9]2.[F:17][B:18]([F:19])[F:20].[Na+:3].[O-:39][N+:40]([c:41]1[cH:42][cH:43][cH:44][cH:45][cH:46]1)=[O:47]>>[C:1](#[N:2])[C:12]1=[CH:11][CH2:10][CH2:9][c:8]2[cH:7][c:6]([O:5][CH3:4])[cH:15][cH:14][c:13]21.